This data is from the Open Reaction Database (ORD), a public repository of structured organic reaction records. The task is: describe an organic reaction: reactants, conditions, products, and yield Starting materials: NC1(CC1)C1=C(C=C(C=C1)Br)CO (1-(1-aminocyclopropyl)-4-bromo-2-hydroxymethylbenzene), FC(C(=O)OCC)(F)F (ethyl trifluoroacetate). Run in CO (methanol). Run at time 24 hour. Product: BrC1=CC(=C(C=C1)C1(CC1)NC(C(F)(F)F)=O)CO (4-bromo-2-hydroxymethyl-1-(1-trifluoroacetylaminocyclopropyl)benzene). Reaction SMILES: [NH2:1][C:2]1([C:5]2[CH:10]=[CH:9][C:8]([Br:11])=[CH:7][C:6]=2[CH2:12][OH:13])[CH2:4][CH2:3]1.[F:14][C:15]([F:22])([F:21])[C:16](OCC)=[O:17]>CO>[Br:11][C:8]1[CH:9]=[CH:10][C:5]([C:2]2([NH:1][C:16](=[O:17])[C:15]([F:22])([F:21])[F:14])[CH2:4][CH2:3]2)=[C:6]([CH2:12][OH:13])[CH:7]=1. Reported procedure: To a mixture of 850 mg of 1-(1-aminocyclopropyl)-4-bromo-2-hydroxymethylbenzene and 8.5 ml of methanol was added 1.24 g of ethyl trifluoroacetate, and the resulting mixture was stirred at room temperature for 24 hours. The solvent was removed by distillation under reduced pressure, and the residue obtained was purified by a column chromatography (eluent: chloroform:ethanol=30:1), to obtain 1.02 g of colorless, crystalline 4-bromo-2-hydroxymethyl-1-(1-trifluoroacetylaminocyclopropyl)benzene. Reactants: C(C(C)C)P (mono-isobutylphosphine), C(=O)C=O (glyoxal). The solvent is O1CCCC1 (tetrahydrofuran). Product: 276, C(C(C)C)P1C(C(P(C(C1O)O)CC(C)C)O)O (1,4-diisobutyl-2,3,5,6-tetrahydroxy-1,4-diphosphorinane). The yield is 97.0%. RXN SMILES: [CH2:1]([PH2:5])[CH:2]([CH3:4])[CH3:3].[CH:6]([CH:8]=[O:9])=[O:7]>O1CCCC1>[CH2:1]([P:5]1[CH:6]([OH:7])[CH:8]([OH:9])[P:5]([CH2:1][CH:2]([CH3:4])[CH3:3])[CH:6]([OH:7])[CH:8]1[OH:9])[CH:2]([CH3:4])[CH3:3]. Reported procedure: In a suitable autoclave, equipped with mechanical stirring and external heating are added 200 parts of mono-isobutylphosphine (85%) and 300 parts of tetrahydrofuran, as solvent. With no external heating applied to the reactor, 275 parts of a 40% aqueous glyoxal solution are added with stirring at 20°-25° C. The resultant solid product is filtered, and dried to give 276 parts (97% yield) of 1,4-diisobutyl-2,3,5,6-tetrahydroxy-1,4-diphosphorinane, m.p. 173°-175° C.